The task is: describe an organic reaction: reactants, conditions, products, and yield. This data is from the Open Reaction Database (ORD), a public repository of structured organic reaction records. Starting materials: CCN(C(C)C)C(C)C, CCCP(=O)(O)O, Cn1ncc(C(=O)O)c1C(=O)Nc1ccn2nc(N3CCOCC3)nc2c1, CCNC, C1CCOC1. The product is CCN(C)C(=O)c1cnn(C)c1C(=O)Nc1ccn2nc(N3CCOCC3)nc2c1. As a reaction SMILES: [CH2:32]([N:33]([CH:34]([CH3:35])[CH3:36])[CH:37]([CH3:38])[CH3:39])[CH3:40].[CH2:41]([P:42]([OH:43])(=[O:44])[OH:45])[CH2:46][CH3:47].[CH3:1][n:2]1[n:3][cH:4][c:5]([C:25](=[O:26])[OH:27])[c:6]1[C:7]([NH:8][c:9]1[cH:10][c:11]2[n:12]([cH:13][cH:14]1)[n:15][c:16]([N:18]1[CH2:19][CH2:20][O:21][CH2:22][CH2:23]1)[n:17]2)=[O:24].[CH3:28][NH:29][CH2:30][CH3:31].[O:48]1[CH2:49][CH2:50][CH2:51][CH2:52]1>>[CH3:1][n:2]1[n:3][cH:4][c:5]([C:25](=[O:26])[N:29]([CH3:28])[CH2:30][CH3:31])[c:6]1[C:7]([NH:8][c:9]1[cH:10][c:11]2[n:12]([cH:13][cH:14]1)[n:15][c:16]([N:18]1[CH2:19][CH2:20][O:21][CH2:22][CH2:23]1)[n:17]2)=[O:24]. Reactants: Cl.CC1=NN=C2C=3C=C(C(=NC3C=CN21)C2=CC=C(C=C2)CN)C2=CC=CC=C2 (1-[4-(3-methyl-9-phenyl[1,2,4]triazolo[3,4-f]-1,6-naphthyridin-8-yl)phenyl]methanamine hydrochloride), C(CCl)Cl (EDC), C=1C=CC2=C(C1)N=NN2O (HOBT), CCN(C(C)C)C(C)C (DIPEA), Cl.N1=CC(=CC=C1)CC(=O)O (pyridin-3-ylacetic acid hydrochloride). Run in CN(C=O)C (dimethylformamide). Run at temperature 100 celsius. Yields the product [Cl-].CC1=NN=C2C=3C=C(C(=NC3C=CN21)C2=CC=C(CNC(CC=1C=[NH+]C=CC1)=O)C=C2)C2=CC=CC=C2 (3-(2-{[4-(3-methyl-9-phenyl[1,2,4]triazolo[3,4-f]-1,6-naphthyridin-8-yl)benzyl]amino}-2-oxoethyl)pyridinium chloride). Reaction SMILES: Cl.[CH3:2][C:3]1[N:15]2[C:6]([C:7]3[CH:8]=[C:9]([C:24]4[CH:29]=[CH:28][CH:27]=[CH:26][CH:25]=4)[C:10]([C:16]4[CH:21]=[CH:20][C:19]([CH2:22][NH2:23])=[CH:18][CH:17]=4)=[N:11][C:12]=3[CH:13]=[CH:14]2)=[N:5][N:4]=1.C(Cl)C[Cl:32].C1C=CC2N(O)N=NC=2C=1.CCN(C(C)C)C(C)C.Cl.[N:54]1[CH:59]=[CH:58][CH:57]=[C:56]([CH2:60][C:61](O)=[O:62])[CH:55]=1>CN(C)C=O>[Cl-:32].[CH3:2][C:3]1[N:15]2[C:6]([C:7]3[CH:8]=[C:9]([C:24]4[CH:29]=[CH:28][CH:27]=[CH:26][CH:25]=4)[C:10]([C:16]4[CH:17]=[CH:18][C:19]([CH2:22][NH:23][C:61](=[O:62])[CH2:60][C:56]5[CH:55]=[NH+:54][CH:59]=[CH:58][CH:57]=5)=[CH:20][CH:21]=4)=[N:11][C:12]=3[CH:13]=[CH:14]2)=[N:5][N:4]=1 |f:0.1,5.6,8.9|. Procedure details: To 1-[4-(3-methyl-9-phenyl[1,2,4]triazolo[3,4-f]-1,6-naphthyridin-8-yl)phenyl]methanamine hydrochloride (5-3, 20 mg, 0.050 mmol)), EDC (12 mg, 0.065 mmol), HOBT (10 mg, 0.0650 mmol), DIPEA (0.033 ml, 0.199 mmol), and pyridin-3-ylacetic acid hydrochloride (11 mg, 0.0650 mmol) was added 0.6 mL anhydrous dimethylformamide. The reaction mixture was then heated under microwave irradiation at 100° C. for 5 minutes. Purification of crude reaction mixture by reverse phase chromatography (Waters Sunfire ... Reactants: C(C)(=O)O[BH-](OC(C)=O)OC(C)=O.[Na+] (Sodium triacetoxyborohydride), NC1=CC=C(CN2OC(NC2=O)=O)C=C1 (2-(4-aminobenzyl)-1,2,4-oxadiazolidine-3,5-dione), ClC1=CC(=C(C=C1)C1=CC(=CC=C1)C=O)C (4′-chloro-2′-methylbiphenyl-3-carbaldehyde), C(C)(=O)O (acetic acid). Run in C1CCOC1 (THF). Run at time 24 hour. Product: ClC1=CC(=C(C=C1)C1=CC(=CC=C1)CNC1=CC=C(CN2OC([N-]C2=O)=O)C=C1)C.[Na+] (sodium 2-(4-{[(4′-chloro-2′-methylbiphenyl-3-yl)methyl]amino}benzyl)3,5-dioxo-1,2,4-oxadiazolidin-4-ide). Isolated yield 14.9%. Reaction SMILES: [NH2:1][C:2]1[CH:15]=[CH:14][C:5]([CH2:6][N:7]2[C:11](=[O:12])[NH:10][C:9](=[O:13])[O:8]2)=[CH:4][CH:3]=1.[Cl:16][C:17]1[CH:22]=[CH:21][C:20]([C:23]2[CH:28]=[CH:27][CH:26]=[C:25]([CH:29]=O)[CH:24]=2)=[C:19]([CH3:31])[CH:18]=1.C(O)(=O)C.C(O[BH-](OC(=O)C)OC(=O)C)(=O)C.[Na+:49]>C1COCC1>[Cl:16][C:17]1[CH:22]=[CH:21][C:20]([C:23]2[CH:28]=[CH:27][CH:26]=[C:25]([CH2:29][NH:1][C:2]3[CH:15]=[CH:14][C:5]([CH2:6][N:7]4[C:11](=[O:12])[N-:10][C:9](=[O:13])[O:8]4)=[CH:4][CH:3]=3)[CH:24]=2)=[C:19]([CH3:31])[CH:18]=1.[Na+:49] |f:3.4,6.7|. Procedure: A mixture of 2-(4-aminobenzyl)-1,2,4-oxadiazolidine-3,5-dione (500 mg), 4′-chloro-2′-methylbiphenyl-3-carbaldehyde (668 mg), acetic acid (0.33 ml) and THF (40 ml) was stirred at room temperature for 24 hours. Sodium triacetoxyborohydride (767 mg) was added to the reaction mixture, followed by stirring at room temperature for 15 minutes. The solvent was evaporated under a reduced pressure, and water was added to the residue, followed by extraction with chloroform. The organic layer was washed wit...